From a dataset of the Open Reaction Database (ORD), a public repository of structured organic reaction records. describe an organic reaction: reactants, conditions, products, and yield Run at temperature -78 celsius, time 10 minute. The reactants are BrC1=C(CBr)C(=CC(=C1)OC)Br (2,6-Dibromo-4-methoxy-benzyl bromide), solution, C[Si](N[Si](C)(C)C)(C)C.[Li] (lithium hexamethyldisilazane), C(C)(=O)OC(C)(C)C (t-Butyl acetate). Procedure: To 5 mL of THF at −78° C. was added 6.5 mL of a 1.0M solution of lithium hexamethyldisilazane in THF. t-Butyl acetate (0.9 mL) was added dropwise to the resulting cold solution, and the resulting mixture was stirred for 10 min at −78° C. 2,6-Dibromo-4-methoxy-benzyl bromide (1.2 g) in 5 mL of CCl4 was added dropwise over 5 min. The mixture was stirred 20 min at −78° C., then quenched by addition of 1 mL of saturated aqueous NaHCO3. The mixture was warmed to room temperature, diluted with 50 mL o... RXN SMILES: C[Si](C)(C)N[Si](C)(C)C.[Li].[C:11]([O:14][C:15]([CH3:18])([CH3:17])[CH3:16])(=[O:13])[CH3:12].[Br:19][C:20]1[CH:27]=[C:26]([O:28][CH3:29])[CH:25]=[C:24]([Br:30])[C:21]=1[CH2:22]Br>C1COCC1.C(Cl)(Cl)(Cl)Cl>[Br:19][C:20]1[CH:27]=[C:26]([O:28][CH3:29])[CH:25]=[C:24]([Br:30])[C:21]=1[CH2:22][CH2:12][C:11]([O:14][C:15]([CH3:18])([CH3:17])[CH3:16])=[O:13] |f:0.1,^1:9|. Run in C(Cl)(Cl)(Cl)Cl (CCl4), C1CCOC1 (THF), C1CCOC1 (THF). The product is BrC1=C(C(=CC(=C1)OC)Br)CCC(=O)OC(C)(C)C (t-Butyl 3-(2,6-dibromo-4-methoxyphenyl)-propionate). The reactants are CCCCN(C(=O)OC(C)(C)C)C(=O)C(C)CC(O)C(N)CC(Cc1ccc(C(C)(C)C)c(O)c1)C(C)C, Cl, C1COCCO1. The product is CCCCNC(=O)C(C)CC(O)C(N)CC(Cc1ccc(C(C)(C)C)c(O)c1)C(C)C, Cl. Reaction SMILES: [CH2:1]([CH2:2][CH2:3][CH3:4])[N:5]([C:6]([CH:7]([CH2:8][CH:9]([CH:10]([CH2:11][CH:12]([CH2:13][c:14]1[cH:15][c:16]([OH:24])[c:17]([C:20]([CH3:21])([CH3:22])[CH3:23])[cH:18][cH:19]1)[CH:25]([CH3:26])[CH3:27])[NH2:28])[OH:29])[CH3:30])=[O:31])[C:32]([O:33][C:34]([CH3:35])([CH3:36])[CH3:37])=[O:38].[ClH:39].[O:40]1[CH2:41][CH2:42][O:43][CH2:44][CH2:45]1>>[CH2:1]([CH2:2][CH2:3][CH3:4])[NH:5][C:6]([CH:7]([CH2:8][CH:9]([CH:10]([CH2:11][CH:12]([CH2:13][c:14]1[cH:15][c:16]([OH:24])[c:17]([C:20]([CH3:21])([CH3:22])[CH3:23])[cH:18][cH:19]1)[CH:25]([CH3:26])[CH3:27])[NH2:28])[OH:29])[CH3:30])=[O:31].[ClH:39]. Starting materials: COc1ccc(C(C)=CBr)cc1F, CN1CCc2c([nH]c3ccc(Cl)cc23)C1, [Cu]I, [K+], [K+], [K+], CN(C)C=O, O=C(O)C1CCCN1, O=P([O-])([O-])[O-]. Product: COc1ccc(C(C)=Cn2c3c(c4cc(Cl)ccc42)CCN(C)C3)cc1F. Reaction SMILES: [Br:32][CH:33]=[C:34]([CH3:35])[c:36]1[cH:37][c:38]([F:44])[c:39]([O:42][CH3:43])[cH:40][cH:41]1.[Cl:1][c:2]1[cH:3][c:4]2[c:5]3[c:6]([nH:7][c:8]2[cH:9][cH:10]1)[CH2:11][N:12]([CH3:15])[CH2:13][CH2:14]3.[Cu:50][I:51].[K+:29].[K+:30].[K+:31].[O:45]=[CH:46][N:47]([CH3:48])[CH3:49].[OH:16][C:17]([CH:18]1[NH:19][CH2:20][CH2:21][CH2:22]1)=[O:23].[P:24]([O-:25])([O-:26])([O-:27])=[O:28]>>[Cl:1][c:2]1[cH:3][c:4]2[c:5]3[c:6]([n:7]([CH:33]=[C:34]([CH3:35])[c:36]4[cH:37][c:38]([F:44])[c:39]([O:42][CH3:43])[cH:40][cH:41]4)[c:8]2[cH:9][cH:10]1)[CH2:11][N:12]([CH3:15])[CH2:13][CH2:14]3. Reactants: Cl (hydrochloric acid), Cl (hydrochloric acid), CN(C(=O)C=1C(=NC(=NC1)N1C(NC(C1)(C)C)=O)N)C1=CC(=CC=C1)C(F)(F)F (4-amino-2-(4,4-dimethyl-2-oxo-1-imidazolidinyl)pyrimidine-5-carboxylic acid N-methyl-N-(3-trifluoromethylphenyl)amide), CN(C(=O)C=1C(=NC(=NC1)N1C(NC(C1)(C)C)=O)N)C1=CC(=CC=C1)C(F)(F)F (4-amino-2-(4,4-dimethyl-2-oxo-1-imidazolidinyl)pyrimidine-5-carboxylic acid N-methyl-N-(3-trifluoromethylphenyl)amide). Solvent: COCCOC (1,2-dimethoxyethane). Run at time 30 minute. Yields the product Cl.CN(C(=O)C=1C(=NC(=NC1)N1C(NC(C1)(C)C)=O)N)C1=CC(=CC=C1)C(F)(F)F (4-amino-2-(4,4-dimethyl-2-oxo-1-imidazolidinyl)pyrimidine-5-carboxylic acid N-methyl-N-(3-trifluoromethylphenyl)amide hydrochloride). Isolated yield 94.2%. As a reaction SMILES: [ClH:1].[CH3:2][N:3]([C:21]1[CH:26]=[CH:25][CH:24]=[C:23]([C:27]([F:30])([F:29])[F:28])[CH:22]=1)[C:4]([C:6]1[C:7]([NH2:20])=[N:8][C:9]([N:12]2[CH2:16][C:15]([CH3:18])([CH3:17])[NH:14][C:13]2=[O:19])=[N:10][CH:11]=1)=[O:5]>COCCOC>[ClH:1].[CH3:2][N:3]([C:21]1[CH:26]=[CH:25][CH:24]=[C:23]([C:27]([F:29])([F:28])[F:30])[CH:22]=1)[C:4]([C:6]1[C:7]([NH2:20])=[N:8][C:9]([N:12]2[CH2:16][C:15]([CH3:18])([CH3:17])[NH:14][C:13]2=[O:19])=[N:10][CH:11]=1)=[O:5] |f:3.4|. Procedure: 4N hydrochloric acid was added dropwise to a stirred suspension of 45.5 g (111.4 mmol) of 4-amino-2-(4,4-dimethyl-2-oxo-1-imidazolidinyl)pyrimidine-5-carboxylic acid N-methyl-N-(3-trifluoromethylphenyl)amide (compound I) in 810 ml of 1,2-dimethoxyethane at room temperature until the pH was constant at 3.0. 28.4 ml of 4N hydrochloric acid were required for this. The resulting solution was stirred for 30 min (at room temperature) and then evaporated in vacuo. The remaining viscous oily residue was... Reactants: potassium 4-(ethoxycarbonyl)-5-oxo-2,5-dihydrofuran-3-oxide, ClC1=CC=C(C=N1)CNCC(F)F (N-[(6-chloropyridin-3-yl)methyl]-2,2-difluoroethylamine), C(CCC)#N (butyronitrile), S(=O)(=O)(O)[O-].[K+] (potassium hydrogensulphate), O (water), ClCCl (dichloromethane). Reaction conditions: temperature 92.5 celsius, time 3 hour. Yields the product ClC1=CC=C(C=N1)CN(C1=CC(OC1)=O)CC(F)F (4[[(6-chloropyridin-3-yl)methyl](2,2-difluoroethyl)amino]furan-2(5H)-one). Isolated yield 92.0%. RXN SMILES: [Cl:1][C:2]1[N:7]=[CH:6][C:5]([CH2:8][NH:9][CH2:10][CH:11]([F:13])[F:12])=[CH:4][CH:3]=1.S([O-])(O)(=O)=[O:15].[K+].[OH2:20].ClCCl.[C:24](#N)[CH2:25][CH2:26][CH3:27]>>[Cl:1][C:2]1[N:7]=[CH:6][C:5]([CH2:8][N:9]([CH2:10][CH:11]([F:13])[F:12])[C:26]2[CH2:27][O:20][C:24](=[O:15])[CH:25]=2)=[CH:4][CH:3]=1 |f:1.2|. Procedure: To a suspension of 10.4 g of potassium 4-(ethoxycarbonyl)-5-oxo-2,5-dihydrofuran-3-oxide and 7.5 g of N-[(6-chloropyridin-3-yl)methyl]-2,2-difluoroethylamine in 68 ml of butyronitrile are added, at room temperature, 11.5 g of potassium hydrogensulphate. The mixture is stirred at a temperature of 90 to 95° C. for 3 hours. Subsequently, the mixture is cooled to room temperature, 120 ml of water and 120 ml of dichloromethane are added, the organic phase is removed and the aqueous phase is extracted...